Dataset: the Open Reaction Database (ORD), a public repository of structured organic reaction records. Task: describe an organic reaction: reactants, conditions, products, and yield Reactants: CCC(C)=O, COS(=O)(=O)OC, N#Cc1c(Cl)c(Cl)c(Cl)c(Cl)c1C(=O)O, [Na+], [Na], [OH-], O. Product: COC(=O)c1c(Cl)c(Cl)c(Cl)c(Cl)c1C#N. Reaction SMILES: [CH2:26]([C:27]([CH3:28])=[O:29])[CH3:30].[CH3:17][O:18][S:19]([O:20][CH3:21])(=[O:22])=[O:23].[Cl:2][c:3]1[c:4]([C:15]#[N:16])[c:5]([C:6](=[O:7])[OH:8])[c:9]([Cl:14])[c:10]([Cl:13])[c:11]1[Cl:12].[Na+:25].[Na:1].[OH-:24].[OH2:31]>>[Cl:2][c:3]1[c:4]([C:15]#[N:16])[c:5]([C:6](=[O:7])[O:8][CH3:17])[c:9]([Cl:14])[c:10]([Cl:13])[c:11]1[Cl:12]. Reactants: C(C)(C)(C)C=1C=CC=2N(C1)C=C(N2)[C@H]2N(C([C@@H]2C)=O)C(=O)OC(C)(C)C ((2S,3R)-tert-butyl 2-(6-(tert-butyl)imidazo[1,2-a]pyridin-2-yl)-3-methyl-4-oxoazetidine-1-carboxylate), [OH-].[NH4+] (ammonium hydroxide). The solvent is C1CCOC1 (THF). Run at temperature 50 celsius, time 18 hour. Yields the product NC([C@@H]([C@@H](C=1N=C2N(C=C(C=C2)C(C)(C)C)C1)NC(OC(C)(C)C)=O)C)=O (tert-Butyl ((1S,2R)-3-amino-1-(6-(tert-butyl)imidazo[1,2-a]pyridin-2-yl)-2-methyl-3-oxopropyl)carbamate). As a reaction SMILES: [C:1]([C:5]1[CH:6]=[CH:7][C:8]2[N:9]([CH:11]=[C:12]([C@@H:14]3[C@@H:17]([CH3:18])[C:16](=[O:19])[N:15]3[C:20]([O:22][C:23]([CH3:26])([CH3:25])[CH3:24])=[O:21])[N:13]=2)[CH:10]=1)([CH3:4])([CH3:3])[CH3:2].[OH-].[NH4+:28]>C1COCC1>[NH2:28][C:16](=[O:19])[C@H:17]([CH3:18])[C@H:14]([NH:15][C:20](=[O:21])[O:22][C:23]([CH3:24])([CH3:26])[CH3:25])[C:12]1[N:13]=[C:8]2[CH:7]=[CH:6][C:5]([C:1]([CH3:2])([CH3:4])[CH3:3])=[CH:10][N:9]2[CH:11]=1 |f:1.2|. Procedure details: (2S,3R)-tert-butyl 2-(6-(tert-butyl)imidazo[1,2-a]pyridin-2-yl)-3-methyl-4-oxoazetidine-1-carboxylate (Preparation 38) was dissolved in THF (10 mL) and excess 28% aqueous ammonium hydroxide solution (ca 3 mL) added. The reaction was stirred in a sealed vial at 50° C. for 18 hours. The solvent was removed in vacuo to afford 311 mg of the title compound. Starting materials: OC(C)(C)C=1N=CC(=NC1)N1C(O[C@]2(C1)C[C@@](CCC2)(C)CN2C=NC1=C2C=C(C=C1)C#N)=O (1-(((5S,7S)-3-(5-(2-hydroxypropan-2-yl)pyrazin-2-yl)-7-methyl-2-oxo-1-oxa-3-azaspiro[4.5]decan-7-yl)methyl)-1H-benzo[d]imidazole-6-carbonitrile), [H-].[Na+] (sodium hydride), CI (MeI). Solvent: CN(C=O)C (N,N-Dimethylformamide). Run at time 10 minute. Product: COC(C)(C)C=1N=CC(=NC1)N1C(O[C@]2(C1)C[C@@](CCC2)(C)CN2C=NC1=C2C=C(C=C1)C#N)=O (1-(((5S,7S)-3-(5-(2-methoxypropan-2-yl)pyrazin-2-yl)-7-methyl-2-oxo-1-oxa-3-azaspiro[4.5]decan-7-yl)methyl)-1H-benzo[d]imidazole-6-carbonitrile). Yield: 58.2%. As a reaction SMILES: [OH:1][C:2]([C:5]1[N:6]=[CH:7][C:8]([N:11]2[CH2:15][C@@:14]3([CH2:20][CH2:19][CH2:18][C@@:17]([CH2:22][N:23]4[C:27]5[CH:28]=[C:29]([C:32]#[N:33])[CH:30]=[CH:31][C:26]=5[N:25]=[CH:24]4)([CH3:21])[CH2:16]3)[O:13][C:12]2=[O:34])=[N:9][CH:10]=1)([CH3:4])[CH3:3].[H-].[Na+].[CH3:37]I>CN(C)C=O>[CH3:37][O:1][C:2]([C:5]1[N:6]=[CH:7][C:8]([N:11]2[CH2:15][C@@:14]3([CH2:20][CH2:19][CH2:18][C@@:17]([CH2:22][N:23]4[C:27]5[CH:28]=[C:29]([C:32]#[N:33])[CH:30]=[CH:31][C:26]=5[N:25]=[CH:24]4)([CH3:21])[CH2:16]3)[O:13][C:12]2=[O:34])=[N:9][CH:10]=1)([CH3:3])[CH3:4] |f:1.2|. Reported procedure: To a solution of 1-(((5S,7S)-3-(5-(2-hydroxypropan-2-yl)pyrazin-2-yl)-7-methyl-2-oxo-1-oxa-3-azaspiro[4.5]decan-7-yl)methyl)-1H-benzo[d]imidazole-6-carbonitrile (75 mg, 0.163 mmol) in N,N-Dimethylformamide (DMF) (1 mL) was added sodium hydride (9.77 mg, 0.244 mmol) at RT. After 10 minutes, MeI (0.020 mL, 0.326 mmol) was added. The mixture stirred for an hour and was purified by reverse phase HPLC (Waters Sunfire 30×150 mm Acetonitrile:Water 0.1% TFA 30-70%, 50 mL/min, 15 min). The product was fr... Reactants: C1(C=CC(N1)=O)=O (maleimide), C(=C)OCC(CCCC)CC (2-ethylhexyl vinyl ether). Product: C1(C=CC(N1)=O)=O.C(=C)OC(CCCCC)CC (Maleimide Ethylhexyl Vinyl Ether). Yield: 59.0%. RXN SMILES: [C:1]1(=[O:7])[NH:5][C:4](=[O:6])[CH:3]=[CH:2]1.[CH:8]([O:10][CH2:11][CH:12](CC)[CH2:13][CH2:14][CH2:15][CH3:16])=[CH2:9]>>[C:4]1(=[O:6])[NH:5][C:1](=[O:7])[CH:2]=[CH:3]1.[CH:8]([O:10][CH:11]([CH2:1][CH3:2])[CH2:12][CH2:13][CH2:14][CH2:15][CH3:16])=[CH2:9] |f:2.3|. Reported procedure: A polymer was prepared in the manner of Example 1, except the comonomer to maleimide was 2-ethylhexyl vinyl ether. The polymer yield was 59%. Reactants: C(=O)C1=CC=C(S1)C(=O)O (5-formyl-2-thiophenecarboxylic acid), C(=O)(N1C=NC=C1)N1C=NC=C1 (1,1'-carbonyldiimidazole), CNC (dimethylamine). The solvent is O1CCCC1 (tetrahydrofuran). Conditions: time 2 hour. Yields the product CN(C)C(=O)C1=CC=C(S1)C=O (5-[(N,N-Dimethylamino)carbonyl]-2-thiophenecarboxaldehyde). The yield is 75.0%. RXN SMILES: [CH:1]([C:3]1[S:7][C:6]([C:8]([OH:10])=O)=[CH:5][CH:4]=1)=[O:2].[C:11](N1C=CN=C1)([N:13]1C=CN=[CH:14]1)=O.CNC>O1CCCC1>[CH3:11][N:13]([C:8]([C:6]1[S:7][C:3]([CH:1]=[O:2])=[CH:4][CH:5]=1)=[O:10])[CH3:14]. Reported procedure: To a solution of 5-formyl-2-thiophenecarboxylic acid (prepared according to Carpenter, A. J., et al., Tetrahedron 41:3808 (1985)) (2.75 g. 17.61 mmoles) in 75 ml of tetrahydrofuran was added 1,1'-carbonyldiimidazole (3.71 g, 22.88 mmoles), the solution stirred under dry argon for 21/2 hours and treated with excess gaseous dimethylamine. The solution was concentrated in vacuo to an oil which was dissolved in ethyl acetate (100 ml) and extracted with 1N hydrochloric acid (2×50 ml) followed by 5% s... Starting materials: B, C1CCOC1, CON=C(Cc1ccc(Br)cc1)c1ccccc1, C1CCOC1, O. Product: NC(Cc1ccc(Br)cc1)c1ccccc1. As a reaction SMILES: [BH3:24].[CH2:26]1[O:27][CH2:28][CH2:29][CH2:30]1.[CH3:1][O:2][N:3]=[C:4]([CH2:5][c:6]1[cH:7][cH:8][c:9]([Br:12])[cH:10][cH:11]1)[c:13]1[cH:14][cH:15][cH:16][cH:17][cH:18]1.[O:19]1[CH2:20][CH2:21][CH2:22][CH2:23]1.[OH2:25]>>[NH2:3][CH:4]([CH2:5][c:6]1[cH:7][cH:8][c:9]([Br:12])[cH:10][cH:11]1)[c:13]1[cH:14][cH:15][cH:16][cH:17][cH:18]1. The reactants are C(C)(C)(C)OC(=O)NCCOC1=CC=C(C(=C1COC=1C=CC(=C(C1)N1C(NC=2C1=NC(=CC2)CO)=O)Cl)F)F (3-(5-{6-[2-(tert-butoxycarbonylamino)ethoxy]-2,3-difluorobenzyloxy}-2-chloro-phenyl)-5-hydroxymethyl-1,3-dihydro-2H-imidazo[4,5-b]pyridin-2-one), Cl (hydrochloric acid). The solvent is C(C)OCC (diethyl ether). Reaction conditions: time 2 hour. The product is Cl.NCCOC1=CC=C(C(=C1COC=1C=CC(=C(C1)N1C(NC=2C1=NC(=CC2)CO)=O)Cl)F)F (3-{5-[6-(2-aminoethoxy)-2,3-difluorobenzyloxy]-2-chlorophenyl}-5-hydroxymethyl-1,3-dihydro-2H-imidazo[4,5-b]pyridin-2-one hydrochloride). The yield is 67.4%. As a reaction SMILES: C(OC([NH:8][CH2:9][CH2:10][O:11][C:12]1[C:17]([CH2:18][O:19][C:20]2[CH:21]=[CH:22][C:23]([Cl:38])=[C:24]([N:26]3[C:30]4=[N:31][C:32]([CH2:35][OH:36])=[CH:33][CH:34]=[C:29]4[NH:28][C:27]3=[O:37])[CH:25]=2)=[C:16]([F:39])[C:15]([F:40])=[CH:14][CH:13]=1)=O)(C)(C)C.Cl>C(OCC)C>[ClH:38].[NH2:8][CH2:9][CH2:10][O:11][C:12]1[C:17]([CH2:18][O:19][C:20]2[CH:21]=[CH:22][C:23]([Cl:38])=[C:24]([N:26]3[C:30]4=[N:31][C:32]([CH2:35][OH:36])=[CH:33][CH:34]=[C:29]4[NH:28][C:27]3=[O:37])[CH:25]=2)=[C:16]([F:39])[C:15]([F:40])=[CH:14][CH:13]=1 |f:3.4|. Procedure: To 3-(5-{6-[2-(tert-butoxycarbonylamino)ethoxy]-2,3-difluorobenzyloxy}-2-chloro-phenyl)-5-hydroxymethyl-1,3-dihydro-2H-imidazo[4,5-b]pyridin-2-one (40 mg) was added hydrochloric acid (4 mol/L ethyl acetate solution, 2 mL), and the mixture was stirred at room temperature for 2 hours. To the reaction mixture was added diethyl ether, and the precipitated crystals were collected by filtration. The collected crystals were washed with diethyl ether, and dried under reduced pressure to give 3-{5-[6-(2-... Reactants: [OH-].[Na+] (sodium hydroxide), C(=O)C1=CC=C2C(=CNC2=C1)CCCCN1CC=2CCC3=C(C2CC1)C=CC=C3 (3-[4-(6-formyl-3-indolyl)butyl]-1,2,3,4,5,6-hexahydrobenzo[f]isoquinoline), [H-].[Al+3].[Li+].[H-].[H-].[H-] (lithium aluminium hydride). Run in C1CCOC1 (THF), C1CCOC1 (THF). Reaction conditions: time 1 hour. The product is OCC1=CC=C2C(=CNC2=C1)CCCCN1CC=2CCC3=C(C2CC1)C=CC=C3 (3-[4-(6-hydroxymethyl-3-indolyl)butyl]-1,2,3,4,5,6-hexahydrobenzo[f]isoquinoline). Reaction SMILES: [CH:1]([C:3]1[CH:11]=[C:10]2[C:6]([C:7]([CH2:12][CH2:13][CH2:14][CH2:15][N:16]3[CH2:25][CH2:24][C:23]4[C:22]5[CH:26]=[CH:27][CH:28]=[CH:29][C:21]=5[CH2:20][CH2:19][C:18]=4[CH2:17]3)=[CH:8][NH:9]2)=[CH:5][CH:4]=1)=[O:2].[H-].[Al+3].[Li+].[H-].[H-].[H-].[OH-].[Na+]>C1COCC1>[OH:2][CH2:1][C:3]1[CH:11]=[C:10]2[C:6]([C:7]([CH2:12][CH2:13][CH2:14][CH2:15][N:16]3[CH2:25][CH2:24][C:23]4[C:22]5[CH:26]=[CH:27][CH:28]=[CH:29][C:21]=5[CH2:20][CH2:19][C:18]=4[CH2:17]3)=[CH:8][NH:9]2)=[CH:5][CH:4]=1 |f:1.2.3.4.5.6,7.8|. Reported procedure: A solution of 3.84 g of 3-[4-(6-formyl-3-indolyl)butyl]-1,2,3,4,5,6-hexahydrobenzo[f]isoquinoline in 40 ml of THF is added dropwise to a stirred suspension of 0.57 g of lithium aluminium hydride in 20 ml of THF under N2. The mixture is then stirred at 20° for 1 hour, and decomposition is carried out with dilute sodium hydroxide solution and then with water, and the mixture is filtered and the usual working up is carried out, and 3-[4-(6-hydroxymethyl-3-indolyl)butyl]-1,2,3,4,5,6-hexahydrobenzo[f...